Dataset: the Open Reaction Database (ORD), a public repository of structured organic reaction records. Task: describe an organic reaction: reactants, conditions, products, and yield The reactants are C(\C=C\C(=O)O)(=O)O (fumaric acid), C(#N)C=1N(C=CC1)C=1C=C(C(=O)N=C(N)N)C=CC1 (2-[3-(2-cyanopyrrol-1-yl)benzoyl]guanidine). Solvent: CO (methanol), CO (methanol). Reaction conditions: time 1 hour. The product is C(\C=C\C(=O)O)(=O)O.C(#N)C=1N(C=CC1)C=1C=C(C(=O)N=C(N)N)C=CC1 (2-[3-(2-cyanopyrrol-1-yl)benzoyl]guanidine fumarate). The yield is 70.6%. As a reaction SMILES: [C:1]([OH:8])(=[O:7])/[CH:2]=[CH:3]/[C:4]([OH:6])=[O:5].[C:9]([C:11]1[N:12]([C:16]2[CH:17]=[C:18]([CH:25]=[CH:26][CH:27]=2)[C:19]([N:21]=[C:22]([NH2:24])[NH2:23])=[O:20])[CH:13]=[CH:14][CH:15]=1)#[N:10]>CO>[C:1]([OH:8])(=[O:7])/[CH:2]=[CH:3]/[C:4]([OH:6])=[O:5].[C:9]([C:11]1[N:12]([C:16]2[CH:17]=[C:18]([CH:25]=[CH:26][CH:27]=2)[C:19]([N:21]=[C:22]([NH2:23])[NH2:24])=[O:20])[CH:13]=[CH:14][CH:15]=1)#[N:10] |f:3.4|. Reported procedure: A solution of fumaric acid (0.46 g) in methanol (10 ml) was added to a solution of 2-[3-(2-cyanopyrrol-1-yl)benzoyl]guanidine (1.0 g) in methanol (10 ml) and the whole was stirred for 1 hour at ambient temperature. The isolated precipitate was collected by filtration and the precipitate was recrystallized from methanol-water to give 2-[3-(2-cyanopyrrol-1-yl)benzoyl]guanidine fumarate (1.03 g). The reactants are O[C@H](C)[C@H]1C(N([C@@H]1CC(=O)SCCNC(=O)OCC1=CC=C(C=C1)[N+](=O)[O-])C(=C(C)C)C(=O)OCC1=CC=C(C=C1)[N+](=O)[O-])=O ((3S, 4R)-3-[(R)-1-hydroxyethyl]-4-([2-(p-nitrobenzyloxycarbonylamino)ethylthio]-carbonylmethyl)-1-[2-methyl-1-(p-nitrobenzyloxycarbonyl)-prop-1-enyl]-2-azetidinone), [N+](=O)([O-])C1=CC=C(COC(=O)Cl)C=C1 (p-nitrobenzyloxy-carbonyl chloride). The reagents and catalysts are CN(C)C1=CC=NC=C1 (4-(N,N-dimethylamino)-pyridine). The solvent is C(Cl)Cl (methylene chloride), C(Cl)Cl (methylene chloride). Conditions: temperature 0 celsius. Product: [N+](=O)([O-])C1=CC=C(COC(=O)NCCSC(=O)C[C@@H]2[C@H](C(N2C(=C(C)C)C(=O)OCC2=CC=C(C=C2)[N+](=O)[O-])=O)[C@@H](C)OC(=O)OCC2=CC=C(C=C2)[N+](=O)[O-])C=C1 ((3S, 4R)-4-([2-(p-Nitrobenzyloxycarbonylamino)ethylthio]carbonylmethyl)-1-[2-methyl-1-(p-nitrobenzyloxycarbonyl)prop-1-enyl]-3-[(R)-1-(p-nitrobenzyloxycarbonyloxy)ethyl]-2-azetidinone). Yield: 51.3%. RXN SMILES: [OH:1][C@@H:2]([C@@H:4]1[C@@H:7]([CH2:8][C:9]([S:11][CH2:12][CH2:13][NH:14][C:15]([O:17][CH2:18][C:19]2[CH:24]=[CH:23][C:22]([N+:25]([O-:27])=[O:26])=[CH:21][CH:20]=2)=[O:16])=[O:10])[N:6]([C:28]([C:32]([O:34][CH2:35][C:36]2[CH:41]=[CH:40][C:39]([N+:42]([O-:44])=[O:43])=[CH:38][CH:37]=2)=[O:33])=[C:29]([CH3:31])[CH3:30])[C:5]1=[O:45])[CH3:3].[N+:46]([C:49]1[CH:59]=[CH:58][C:52]([CH2:53][O:54][C:55](Cl)=[O:56])=[CH:51][CH:50]=1)([O-:48])=[O:47]>C(Cl)Cl.CN(C1C=CN=CC=1)C>[N+:25]([C:22]1[CH:21]=[CH:20][C:19]([CH2:18][O:17][C:15]([NH:14][CH2:13][CH2:12][S:11][C:9]([CH2:8][C@H:7]2[N:6]([C:28]([C:32]([O:34][CH2:35][C:36]3[CH:37]=[CH:38][C:39]([N+:42]([O-:44])=[O:43])=[CH:40][CH:41]=3)=[O:33])=[C:29]([CH3:30])[CH3:31])[C:5](=[O:45])[C@@H:4]2[C@H:2]([O:1][C:55]([O:54][CH2:53][C:52]2[CH:51]=[CH:50][C:49]([N+:46]([O-:48])=[O:47])=[CH:59][CH:58]=2)=[O:56])[CH3:3])=[O:10])=[O:16])=[CH:24][CH:23]=1)([O-:27])=[O:26]. Reported procedure: 125 mg (0.194 mmole) of (3S, 4R)-3-[(R)-1-hydroxyethyl]-4-([2-(p-nitrobenzyloxycarbonylamino)ethylthio]-carbonylmethyl)-1-[2-methyl-1-(p-nitrobenzyloxycarbonyl)-prop-1-enyl]-2-azetidinone were dissolved in 4 ml of methylene chloride. To the solution were added, in turn, 71 mg (0.58 mmole) of 4-(N,N-dimethylamino)-pyridine and 126 mg (0.58 mmole) of p-nitrobenzyloxy-carbonyl chloride, with stirring at 0° C. The reaction mixture was then stirred at room temperature for 1 hour, after which it was d... The reactants are CC1(C2=C(OC1=O)C=CC1=CC=C(C=C12)C)C (1,1,8-trimethyl-2-(1H)-naphtho[2,1-b]furanone), FC(C(=O)O)(F)F (trifluoracetic acid), C1N2CN3CN1CN(C2)C3 (hexamine). The product is C(=O)C=1C=C2C=CC=3OC(C(C3C2=CC1C)(C)C)=O (7-formyl-1,1,8-trimethyl-2(1H)-naphtho[2,1-b]furanone). Reaction SMILES: [CH3:1][C:2]1([CH3:17])[C:6](=[O:7])[O:5][C:4]2[CH:8]=[CH:9][C:10]3[C:15]([C:3]1=2)=[CH:14][C:13]([CH3:16])=[CH:12][CH:11]=3.FC(F)(F)[C:20](O)=[O:21].C1N2CN3CN(C2)CN1C3>>[CH:20]([C:12]1[CH:11]=[C:10]2[C:15](=[CH:14][C:13]=1[CH3:16])[C:3]1[C:2]([CH3:17])([CH3:1])[C:6](=[O:7])[O:5][C:4]=1[CH:8]=[CH:9]2)=[O:21]. Procedure details: A mixture of 1,1,8-trimethyl-2-(1H)-naphtho[2,1-b]furanone (3.85)g, trifluoracetic acid (25 ml) and hexamine (3.5 g) was stirred under reflux for 18 h. The bulk of the trifluoroacetic acid was evaporated under reduced pressure and the residue was treated with water and heated at 90° for 10 minutes. The mixture was neutralised with potassium hydrogen carbonate and extracted twice with chloroform. The combined extracts were dried and evaporated to dryness, and the residue was recrystallised from e... Starting materials: B, CC(c1ccccc1)N1CC(CF)(NC(=O)OC(C)(C)C)C(C)C1=O, C1CCOC1. Yields the product CC(c1ccccc1)N1CC(C)C(CF)(NC(=O)OC(C)(C)C)C1. RXN SMILES: [BH3:26].[C:1]([CH3:2])([CH3:3])([CH3:4])[O:5][C:6](=[O:7])[NH:8][C:9]1([CH2:24][F:25])[CH2:10][N:11]([CH:16]([CH3:17])[c:18]2[cH:19][cH:20][cH:21][cH:22][cH:23]2)[C:12](=[O:15])[CH:13]1[CH3:14].[O:27]1[CH2:28][CH2:29][CH2:30][CH2:31]1>>[C:1]([CH3:2])([CH3:3])([CH3:4])[O:5][C:6](=[O:7])[NH:8][C:9]1([CH2:24][F:25])[CH2:10][N:11]([CH:16]([CH3:17])[c:18]2[cH:19][cH:20][cH:21][cH:22][cH:23]2)[CH2:12][CH:13]1[CH3:14]. Starting materials: C(C)OC(C(=O)OCC)OCC (ethyl diethoxyacetate), C(C)C1=CC=C(C[Mg]Cl)C=C1 ((4-ethylbenzyl)magnesium chloride), aqueous solution, [Cl-].[NH4+] (ammonium chloride). Run in C1CCOC1 (THF), C1CCOC1 (THF). Conditions: temperature -78 celsius. Yields the product C(C)OC(C(CC1=CC=C(C=C1)CC)=O)OCC (1,1-diethoxy-3-(4-ethylphenyl)propan-2-one). As a reaction SMILES: [CH2:1]([O:3][CH:4]([O:10][CH2:11][CH3:12])[C:5]([O:7]CC)=O)[CH3:2].[CH2:13]([C:15]1[CH:23]=[CH:22][C:18]([CH2:19][Mg]Cl)=[CH:17][CH:16]=1)[CH3:14].[Cl-].[NH4+]>C1COCC1>[CH2:11]([O:10][CH:4]([O:3][CH2:1][CH3:2])[C:5](=[O:7])[CH2:19][C:18]1[CH:22]=[CH:23][C:15]([CH2:13][CH3:14])=[CH:16][CH:17]=1)[CH3:12] |f:2.3|. Procedure details: Under an argon atmosphere, to a solution of ethyl diethoxyacetate (1.80 mL, 10.1 mmol) in THF (20 mL) was added slowly a THF solution (42) of (4-ethylbenzyl)magnesium chloride prepared above at −78° C. After stirring at −78° C. for an hour, to this was added 20% aqueous solution of ammonium chloride (10 mL), and the product was extracted with ethyl acetate (×3). The organic layer was sequentially washed with water (×1) and saturated brine (×1), and dried over anhydrous sodium sulfate. After filt... The reactants are COC(=O)CCc1ccc(OCCc2nc(-c3ccccc3)oc2C)cc1, CO, [Na+], [OH-]. Product: Cc1oc(-c2ccccc2)nc1CCOc1ccc(CCC(=O)O)cc1. Reaction SMILES: [CH3:1][c:2]1[c:3]([CH2:13][CH2:14][O:15][c:16]2[cH:17][cH:18][c:19]([CH2:22][CH2:23][C:24](=[O:25])[O:26][CH3:27])[cH:20][cH:21]2)[n:4][c:5](-[c:7]2[cH:8][cH:9][cH:10][cH:11][cH:12]2)[o:6]1.[CH3:30][OH:31].[Na+:29].[OH-:28]>>[CH3:1][c:2]1[c:3]([CH2:13][CH2:14][O:15][c:16]2[cH:17][cH:18][c:19]([CH2:22][CH2:23][C:24](=[O:25])[OH:26])[cH:20][cH:21]2)[n:4][c:5](-[c:7]2[cH:8][cH:9][cH:10][cH:11][cH:12]2)[o:6]1. Starting materials: CCOC(C)=O, Cl, C=COCCONC(=O)c1nn(C)c(=O)cc1Nc1ccc(SC)cc1F. Product: CSc1ccc(Nc2cc(=O)n(C)nc2C(=O)NOCCO)c(F)c1. RXN SMILES: [CH3:29][CH2:30][O:31][C:32]([CH3:33])=[O:34].[ClH:28].[F:1][c:2]1[c:3]([NH:10][c:11]2[c:12]([C:19](=[O:20])[NH:21][O:22][CH2:23][CH2:24][O:25][CH:26]=[CH2:27])[n:13][n:14]([CH3:18])[c:15](=[O:17])[cH:16]2)[cH:4][cH:5][c:6]([S:8][CH3:9])[cH:7]1>>[F:1][c:2]1[c:3]([NH:10][c:11]2[c:12]([C:19](=[O:20])[NH:21][O:22][CH2:23][CH2:24][OH:25])[n:13][n:14]([CH3:18])[c:15](=[O:17])[cH:16]2)[cH:4][cH:5][c:6]([S:8][CH3:9])[cH:7]1.